Dataset: the Open Reaction Database (ORD), a public repository of structured organic reaction records. Task: describe an organic reaction: reactants, conditions, products, and yield Reactants: product, ice water, ClC1=NC(=CC=C1[N+](=O)[O-])OC (2-chloro-3-nitro-6-methoxypyridine), COCCNCCOC (bis(2-methoxyethyl)amine). The solvent is C(C)O (ethanol). The product is COCCN(C1=NC(=CC=C1[N+](=O)[O-])OC)CCOC (bis(2-methoxyethyl)(6-methoxy-3-nitro-2-pyridyl)amine). The yield is 90.6%. RXN SMILES: Cl[C:2]1[C:7]([N+:8]([O-:10])=[O:9])=[CH:6][CH:5]=[C:4]([O:11][CH3:12])[N:3]=1.[CH3:13][O:14][CH2:15][CH2:16][NH:17][CH2:18][CH2:19][O:20][CH3:21]>C(O)C>[CH3:13][O:14][CH2:15][CH2:16][N:17]([CH2:18][CH2:19][O:20][CH3:21])[C:2]1[C:7]([N+:8]([O-:10])=[O:9])=[CH:6][CH:5]=[C:4]([O:11][CH3:12])[N:3]=1. Procedure: 4 g (0.0212 mol) of the product 2-chloro-3-nitro-6-methoxypyridine, 50 ml of ethanol and 6.32 ml (0.0424 mol) of bis(2-methoxyethyl)amine are placed in a fully equipped round-bottomed flask. The mixture is refluxed for 2 hours with stirring and is then poured onto an ice/water mixture with stirring. The precipitate formed is filtered off by suction and dried under vacuum to constant weight. 5.47 g of yellow powder are obtained, ie a yield of 90.6%. The reactants are C(C)(C)(C)OC(=O)NCCCCCCCCCCCC(=O)O (12-tert-butoxycarbonylaminododecanoic acid), C(=O)(N1C=NC=C1)N1C=NC=C1 (1,1′-Carbonyldiimidazole), CN(CCCN)C (3-(Dimethylamino)propylamine). The solvent is C1CCOC1 (THF). Run at time 3 hour. Yields the product C(C)(C)(C)OC(NCCCCCCCCCCCC(NCCCN(C)C)=O)=O ([11-(3-Dimethylaminopropylcarbamoyl)undecyl]carbamic acid tert-butyl ester). The yield is 33.5%. As a reaction SMILES: [C:1]([O:5][C:6]([NH:8][CH2:9][CH2:10][CH2:11][CH2:12][CH2:13][CH2:14][CH2:15][CH2:16][CH2:17][CH2:18][CH2:19][C:20]([OH:22])=O)=[O:7])([CH3:4])([CH3:3])[CH3:2].C(N1C=CN=C1)(N1C=CN=C1)=O.[CH3:35][N:36]([CH3:41])[CH2:37][CH2:38][CH2:39][NH2:40]>C1COCC1>[C:1]([O:5][C:6](=[O:7])[NH:8][CH2:9][CH2:10][CH2:11][CH2:12][CH2:13][CH2:14][CH2:15][CH2:16][CH2:17][CH2:18][CH2:19][C:20](=[O:22])[NH:40][CH2:39][CH2:38][CH2:37][N:36]([CH3:41])[CH3:35])([CH3:2])([CH3:3])[CH3:4]. Procedure details: A mixture of 12-tert-butoxycarbonylaminododecanoic acid (3) (205 mg, 0.65 mmol) and 1,1′-Carbonyldiimidazole (114 mg, 0.70 mmol) in anhydrous THF (5 mL) was stirred at room temperature for 3 hours. 3-(Dimethylamino)propylamine (163 mL, 1.30 mmol) was then added via syringe and the reaction mixture stirred at room temperature for a further 24 hours. The solvent was then removed by rotary evaporation and the residue subjected to Biotage silica gel column chromatography (ethyl acetate/dichlorometha... The reactants are [NH4+].[Cl-] (NH4Cl), solution, C1(=CC=CC=C1)[Mg]Br (phenyl magnesium bromide), C(C)(=O)C(C(=O)OC)=C(C)C (methyl 2-acetyl-3-methylbut-2-enoate). Reagents/catalysts: [Cu]I (CuI). The solvent is CCOCC (ether), CCOCC (Et2O). Run at temperature 0 celsius, time 30 minute. Product: C(C)(=O)C(C(=O)OC)C(C)(C1=CC=CC=C1)C (methyl 2-acetyl-3-methyl-3-phenylbutanoate). Yield: 67.0%. Reaction SMILES: [C:1]1([Mg]Br)[CH:6]=[CH:5][CH:4]=[CH:3][CH:2]=1.[C:9]([C:12](=[C:17]([CH3:19])[CH3:18])[C:13]([O:15][CH3:16])=[O:14])(=[O:11])[CH3:10].[NH4+].[Cl-]>CCOCC.[Cu]I>[C:9]([CH:12]([C:17]([CH3:19])([C:1]1[CH:6]=[CH:5][CH:4]=[CH:3][CH:2]=1)[CH3:18])[C:13]([O:15][CH3:16])=[O:14])(=[O:11])[CH3:10] |f:2.3|. Procedure details: To a suspension of 146 mg (0.8 mmol) of anhydrous CuI (I) in 5 mL of anhydrous ether are added, at 0° C., under a stream of argon, 3.6 mL (10.9 mmol) of a 3M solution of phenyl magnesium bromide in Et2O. After stirring for 30 minutes at 0° C., 1 g (6.4 mmol) of methyl 2-acetyl-3-methylbut-2-enoate is added in a single portion. The mixture is allowed to warm to room temperature and stirring is continued for 18 hours. The reaction mixture is then treated with 100 mL of saturated NH4Cl solution, th... Reactants: COC(CCn1cc2ccc([N+](=O)[O-])cc2n1)OC, CCO, [Cl-], [NH4+], O. The product is COC(CCn1cc2ccc(N)cc2n1)OC. RXN SMILES: [CH3:1][O:2][CH:3]([CH2:4][CH2:5][n:6]1[n:7][c:8]2[cH:9][c:10]([N+:15]([O-:16])=[O:17])[cH:11][cH:12][c:13]2[cH:14]1)[O:18][CH3:19].[CH3:22][CH2:23][OH:24].[Cl-:20].[NH4+:21].[OH2:25]>>[CH3:1][O:2][CH:3]([CH2:4][CH2:5][n:6]1[n:7][c:8]2[cH:9][c:10]([NH2:15])[cH:11][cH:12][c:13]2[cH:14]1)[O:18][CH3:19]. Starting materials: product, C([O-])([O-])=O.[K+].[K+] (potassium carbonate), C1(=CC=CC=C1)N1C(COC2(C1)CCNCC2)=O (4-phenyl-1-oxa-4,9-diazaspiro[5.5]undecan-3-one), ClC=1N=NC(=CC1)C1=NC(=NS1)C (3-chloro-6-(3-methyl-1,2,4-thiadiazol-5-yl)pyridazine). Product: CC1=NSC(=N1)C1=CC=C(N=N1)N1CCC2(CN(C(CO2)=O)C2=CC=CC=C2)CC1 (9-[6-(3-methyl-1,2,4-thiadiazol-5-yl)pyridazin-3-yl]-4-phenyl-1-oxa-4,9-diazaspiro[5.5]undecan-3-one). Reaction SMILES: [C:1]1([N:7]2[CH2:12][C:11]3([CH2:17][CH2:16][NH:15][CH2:14][CH2:13]3)[O:10][CH2:9][C:8]2=[O:18])[CH:6]=[CH:5][CH:4]=[CH:3][CH:2]=1.Cl[C:20]1[N:21]=[N:22][C:23]([C:26]2[S:30][N:29]=[C:28]([CH3:31])[N:27]=2)=[CH:24][CH:25]=1.C(=O)([O-])[O-].[K+].[K+]>>[CH3:31][C:28]1[N:27]=[C:26]([C:23]2[N:22]=[N:21][C:20]([N:15]3[CH2:14][CH2:13][C:11]4([O:10][CH2:9][C:8](=[O:18])[N:7]([C:1]5[CH:2]=[CH:3][CH:4]=[CH:5][CH:6]=5)[CH2:12]4)[CH2:17][CH2:16]3)=[CH:25][CH:24]=2)[S:30][N:29]=1 |f:2.3.4|. Reported procedure: The object product (147 mg, 49%) was obtained in the same manner as in Example 1 and using 4-phenyl-1-oxa-4,9-diazaspiro[5.5]undecan-3-one (230 mg), 3-chloro-6-(3-methyl-1,2,4-thiadiazol-5-yl)pyridazine (150 mg) and potassium carbonate (140 mg). Reactants: CN(C)c1cccc(N(CC(=O)O)S(=O)(=O)c2ccc(C(C)(C)C)cc2)c1, COc1cccc(CNC2CC2)c1. The product is COc1cccc(CN(C(=O)CN(c2cccc(N(C)C)c2)S(=O)(=O)c2ccc(C(C)(C)C)cc2)C2CC2)c1. As a reaction SMILES: [C:1]([CH3:2])([CH3:3])([CH3:4])[c:5]1[cH:6][cH:7][c:8]([S:11](=[O:12])(=[O:13])[N:14]([c:15]2[cH:16][c:17]([N:21]([CH3:22])[CH3:23])[cH:18][cH:19][cH:20]2)[CH2:24][C:25](=[O:26])[OH:27])[cH:9][cH:10]1.[CH:28]1([NH:31][CH2:32][c:33]2[cH:34][c:35]([O:39][CH3:40])[cH:36][cH:37][cH:38]2)[CH2:29][CH2:30]1>>[C:1]([CH3:2])([CH3:3])([CH3:4])[c:5]1[cH:6][cH:7][c:8]([S:11](=[O:12])(=[O:13])[N:14]([c:15]2[cH:16][c:17]([N:21]([CH3:22])[CH3:23])[cH:18][cH:19][cH:20]2)[CH2:24][C:25](=[O:26])[N:31]([CH:28]2[CH2:29][CH2:30]2)[CH2:32][c:33]2[cH:34][c:35]([O:39][CH3:40])[cH:36][cH:37][cH:38]2)[cH:9][cH:10]1.